Dataset: the Open Reaction Database (ORD), a public repository of structured organic reaction records. Task: describe an organic reaction: reactants, conditions, products, and yield The reactants are O (Water), [OH-].[Na+] (sodium hydroxide), O (water), [H-].[Al+3].[Li+].[H-].[H-].[H-] (lithium aluminum hydride), N1(CCC1)C(CN1CCN(CC1)C(C1=CC=CC=C1)=O)=O (1-(Azetidin-1-yl)-2-(4-benzoylpiperazin-1-yl)ethanone). The solvent is O1CCCC1 (tetrahydrofuran), O1CCCC1 (tetrahydrofuran). The product is crude product, N1(CCC1)CCN1CCN(CC1)CC1=CC=CC=C1 (1-[2-(Azetidin-1-yl)ethyl]-4-benzylpiperazine). The yield is 104.3%. Reaction SMILES: [H-].[Al+3].[Li+].[H-].[H-].[H-].[N:7]1([C:11](=O)[CH2:12][N:13]2[CH2:18][CH2:17][N:16]([C:19](=O)[C:20]3[CH:25]=[CH:24][CH:23]=[CH:22][CH:21]=3)[CH2:15][CH2:14]2)[CH2:10][CH2:9][CH2:8]1.O.[OH-].[Na+]>O1CCCC1>[N:7]1([CH2:11][CH2:12][N:13]2[CH2:14][CH2:15][N:16]([CH2:19][C:20]3[CH:25]=[CH:24][CH:23]=[CH:22][CH:21]=3)[CH2:17][CH2:18]2)[CH2:8][CH2:9][CH2:10]1 |f:0.1.2.3.4.5,8.9|. Procedure details: A suspension of lithium aluminum hydride (405 mg) in tetrahydrofuran (10 ml) was stirred while cooling in an ice water bath under a nitrogen atmosphere. 1-(Azetidin-1-yl)-2-(4-benzoylpiperazin-1-yl)ethanone (730 mg) and tetrahydrofuran (5 ml×3) were added thereto. The reaction mixture was stirred at 60° C. for 3 hrs. The reaction mixture was then cooled to room temperature. Water (0.40 ml), 5N aqueous sodium hydroxide (0.40 ml) and water (1.2 ml) were added thereto, and the reaction mixture was ... Starting materials: CCOC(C)=O, CCO, Cc1ccc([N+](=O)[O-])cc1Cn1ccc(NC(=O)c2c(F)cccc2F)n1. The product is Cc1ccc(N)cc1Cn1ccc(NC(=O)c2c(F)cccc2F)n1. As a reaction SMILES: [CH3:28][CH2:29][O:30][C:31](=[O:32])[CH3:33].[CH3:34][CH2:35][OH:36].[F:1][c:2]1[c:3]([C:4](=[O:5])[NH:6][c:7]2[n:8][n:9]([CH2:12][c:13]3[c:14]([CH3:22])[cH:15][cH:16][c:17]([N+:19]([O-:20])=[O:21])[cH:18]3)[cH:10][cH:11]2)[c:23]([F:27])[cH:24][cH:25][cH:26]1>>[F:1][c:2]1[c:3]([C:4](=[O:5])[NH:6][c:7]2[n:8][n:9]([CH2:12][c:13]3[c:14]([CH3:22])[cH:15][cH:16][c:17]([NH2:19])[cH:18]3)[cH:10][cH:11]2)[c:23]([F:27])[cH:24][cH:25][cH:26]1. Starting materials: C[Mg]Br (Methylmagnesium bromide), FC(S(=O)(=O)OC1=NC=CC2=C1N(C=1N=C(N=CC12)N)C1CCCC1)(F)F (2-Amino-9-cyclopentyl-9H-pyrido[4′,3′:4,5]pyrrolo[2,3-d]pyrimidin-8-yl trifluoromethanesulfonate), ferric acetylacetonate, C1CCOC1 (THF). Solvent: CN1C(CCC1)=O (N-methylpyrrolidone). Reaction conditions: time 30 minute. Yields the product C1(CCCC1)N1C2=C(C3=C1N=C(N=C3)N)C=CN=C2C (9-cyclopentyl-8-methyl-9H-pyrido[4′,3′:4,5]pyrrolo[2,3-d]pyrimidin-2-amine). The yield is 54.0%. RXN SMILES: FC(F)(F)S(O[C:7]1[C:12]2[N:13]([CH:21]3[CH2:25][CH2:24][CH2:23][CH2:22]3)[C:14]3[N:15]=[C:16]([NH2:20])[N:17]=[CH:18][C:19]=3[C:11]=2[CH:10]=[CH:9][N:8]=1)(=O)=O.[CH2:28]1COCC1.C[Mg]Br>CN1CCCC1=O>[CH:21]1([N:13]2[C:14]3[N:15]=[C:16]([NH2:20])[N:17]=[CH:18][C:19]=3[C:11]3[CH:10]=[CH:9][N:8]=[C:7]([CH3:28])[C:12]2=3)[CH2:25][CH2:24][CH2:23][CH2:22]1. Procedure: A flame-dried two-necked flask was charged under argon with compound 86 (0.100 g, 0.25 mmol), ferric acetylacetonate (0.0044, 0.012 mmol), THF (2 ml) and N-methylpyrrolidone (0.1 ml). Methylmagnesium bromide (0.27 g, 2.2 mmol, 3M in ether) was added via syringe to the resulting red solution. A yellow precipitate formed immediately. The reaction was stirred at room temperature for 30 min and quenched with 5% NaHCO3, then extracted into DCM The resulting organic solution was washed with brine, dri... The reactants are CC(C(=O)O)c1cc(OCc2ccccc2)cc(C(F)(F)F)c1, O=C(Cl)C(=O)Cl, ClCCl, CN(C)C=O. Yields the product CC(C(=O)Cl)c1cc(OCc2ccccc2)cc(C(F)(F)F)c1. Reaction SMILES: [CH2:1]([c:2]1[cH:3][cH:4][cH:5][cH:6][cH:7]1)[O:8][c:9]1[cH:10][c:11]([CH:19]([C:20](=[O:21])[OH:22])[CH3:23])[cH:12][c:13]([C:15]([F:16])([F:17])[F:18])[cH:14]1.[Cl:24][C:25]([C:26]([Cl:27])=[O:28])=[O:29].[Cl:35][CH2:36][Cl:37].[O:30]=[CH:31][N:32]([CH3:33])[CH3:34]>>[CH2:1]([c:2]1[cH:3][cH:4][cH:5][cH:6][cH:7]1)[O:8][c:9]1[cH:10][c:11]([CH:19]([C:20](=[O:21])[Cl:24])[CH3:23])[cH:12][c:13]([C:15]([F:16])([F:17])[F:18])[cH:14]1. Yields the product CCCN(Cc1ccc(-c2ccccc2-c2nnn[nH]2)cc1)c1nc(OCc2ccccc2)ccc1C(=O)O. Reactants: CO, [Na+], [OH-], CCCN(Cc1ccc(-c2ccccc2-c2nnn[nH]2)cc1)c1nc(OCc2ccccc2)ccc1C(=O)OCc1ccccc1. RXN SMILES: [CH3:47][OH:48].[Na+:50].[OH-:49].[c:1]1([CH2:7][O:8][c:9]2[cH:10][cH:11][c:12]([C:37](=[O:38])[O:39][CH2:40][c:41]3[cH:42][cH:43][cH:44][cH:45][cH:46]3)[c:13]([N:15]([CH2:16][c:17]3[cH:18][cH:19][c:20](-[c:23]4[c:24](-[c:29]5[n:30][n:31][n:32][nH:33]5)[cH:25][cH:26][cH:27][cH:28]4)[cH:21][cH:22]3)[CH2:34][CH2:35][CH3:36])[n:14]2)[cH:2][cH:3][cH:4][cH:5][cH:6]1>>[c:1]1([CH2:7][O:8][c:9]2[cH:10][cH:11][c:12]([C:37](=[O:38])[OH:39])[c:13]([N:15]([CH2:16][c:17]3[cH:18][cH:19][c:20](-[c:23]4[c:24](-[c:29]5[n:30][n:31][n:32][nH:33]5)[cH:25][cH:26][cH:27][cH:28]4)[cH:21][cH:22]3)[CH2:34][CH2:35][CH3:36])[n:14]2)[cH:2][cH:3][cH:4][cH:5][cH:6]1. Yields the product C(C)OC(C#CC(/C=C/C1=CC=C(C=C1)OC)=O)OCC ((E)-6,6-diethoxy-1-(p-methoxyphenyl)-1-hexen-4-yn-3-one). The reagents and catalysts are [O-2].[O-2].[Mn+4] (manganese dioxide). As a reaction SMILES: [CH2:1]([O:3][CH:4]([O:19][CH2:20][CH3:21])[C:5]#[C:6][CH:7]([OH:18])/[CH:8]=[CH:9]/[C:10]1[CH:15]=[CH:14][C:13]([O:16][CH3:17])=[CH:12][CH:11]=1)[CH3:2]>C(Cl)Cl.[O-2].[O-2].[Mn+4]>[CH2:20]([O:19][CH:4]([O:3][CH2:1][CH3:2])[C:5]#[C:6][C:7](=[O:18])/[CH:8]=[CH:9]/[C:10]1[CH:11]=[CH:12][C:13]([O:16][CH3:17])=[CH:14][CH:15]=1)[CH3:21] |f:2.3.4|. Run at time 1 hour. Solvent: C(Cl)Cl (methylene chloride), C(Cl)Cl (methylene chloride). Procedure: A solution of 3.0 g (10.33 mmol) of (E)-6,6-diethoxy-1-(p-methoxyphenyl)-1-hexen-4-yn-3-ol in 15 ml of methylene chloride was added at 0° to a suspension of 27 g of manganese dioxide in 45 ml of methylene chloride. The reaction mixture was subsequently stirred at room temperature for a further 1 hour, filtered over magnesium sulphate and evaporated. The residue was chromatographed on 100 g of silica gel with petroleum ether/ether (2:1), whereupon (E)-6,6-diethoxy-1-(p-methoxyphenyl)-1-hexen-4-yn... The reactants are C(C)OC(C#CC(/C=C/C1=CC=C(C=C1)OC)O)OCC ((E)-6,6-diethoxy-1-(p-methoxyphenyl)-1-hexen-4-yn-3-ol). Reactants: CC=1C2=C(NN1)C1=C(NN=C1C)C=C2 (1,6-Dihydro-3,8-dimethylbenzo[1,2-c:3,4-c']dipyrazole), powder, crude product, CO (methanol). The product is CC=1C2=C(NN1)C1=C(N(N=C1)C)C=C2 (1,6-Dihydro-3,6-dimethylbenzo[1,2-c:3,4-c']dipyrazole). Isolated yield 70.0%. RXN SMILES: [CH3:1][C:2]1[C:3]2[CH:14]=[CH:13][C:8]3[NH:9][N:10]=[C:11](C)[C:7]=3[C:4]=2[NH:5][N:6]=1.[CH3:15]O>>[CH3:1][C:2]1[C:3]2[CH:14]=[CH:13][C:8]3[N:9]([CH3:15])[N:10]=[CH:11][C:7]=3[C:4]=2[NH:5][N:6]=1. Procedure details: 1,6-Dihydro-3,8-dimethylbenzo[1,2-c:3,4-c']dipyrazole as a light-lavender powder melting at above 290° C. The product powder (70% yield) was obtained by trituration of the crude product in hot methanol followed by cooling.